Dataset: the Open Reaction Database (ORD), a public repository of structured organic reaction records. Task: describe an organic reaction: reactants, conditions, products, and yield The reactants are FCOC1=C(C=O)C=CC=C1 (2-fluoromethoxybenzaldehyde), Cl.FC1=CC=C(C=C1)NN (4-fluorophenylhydrazine hydrochloride), C([O-])([O-])=O.[Cs+].[Cs+] (cesium carbonate). Solvent: CN1CCCC1=O (NMP), ClCCl (dichloromethane). Reaction conditions: temperature 150 celsius. Product: FC1=CC=C(C=C1)N1N=CC2=CC(=CC=C12)OC (1-(4-Fluorophenyl)-5-methoxy-1H-indazole). As a reaction SMILES: F[CH2:2][O:3][C:4]1[CH:11]=[CH:10][CH:9]=[CH:8][C:5]=1C=O.Cl.[F:13][C:14]1[CH:19]=[CH:18][C:17]([NH:20][NH2:21])=[CH:16][CH:15]=1.[C:22](=O)([O-])[O-].[Cs+].[Cs+]>CN1C(=O)CCC1.ClCCl>[F:13][C:14]1[CH:19]=[CH:18][C:17]([N:20]2[C:9]3[C:10](=[CH:11][C:4]([O:3][CH3:2])=[CH:5][CH:8]=3)[CH:22]=[N:21]2)=[CH:16][CH:15]=1 |f:1.2,3.4.5|. Reported procedure: A mixture of 2-fluoromethoxybenzaldehyde (2.1 mmol, 320 mg), 4-fluorophenylhydrazine hydrochloride (2.1 mmol, 340 mg) and cesium carbonate (3 mmol, 2.0 g) in NMP (6 ml) was heated in a microwave reactor (300 W, 20 min, 150° C.). After cooling to r.t. the reaction mixture was diluted with dichloromethane (20 ml) and washed with 1M HCl, and sat. NaHCO3. The organic layer was dried over Na2SO4, concentrated, and purified by flash chromatography on silica gel (heptane-ethyl acetate). Starting materials: Cl.FC(C1=C(C(C2=CC=C(C=C2)F)OC2CNC2)C=CC=C1)(F)F (3-[2-(trifluoromethyl)-4′-fluorobenzhydryloxy]azetidine hydrochloride), C([O-])([O-])=O (carbonate), C1(CCCCC1)N=C=O (cyclohexyl isocyanate), resultant mixture. Run in C(Cl)Cl (DCM), C(Cl)Cl (DCM). The product is FC(C1=C(C(C2=CC=C(C=C2)F)OC2CN(C2)C(=O)NC2CCCCC2)C=CC=C1)(F)F (3-[2-(trifluoromethyl)-4′-fluorobenzhydryloxy]-N-(cyclohexyl)-azetidine-1-carboxamide). The yield is 78.3%. As a reaction SMILES: Cl.[F:2][C:3]([F:24])([F:23])[C:4]1[CH:22]=[CH:21][CH:20]=[CH:19][C:5]=1[CH:6]([O:14][CH:15]1[CH2:18][NH:17][CH2:16]1)[C:7]1[CH:12]=[CH:11][C:10]([F:13])=[CH:9][CH:8]=1.C(=O)([O-])[O-].[CH:29]1([N:35]=[C:36]=[O:37])[CH2:34][CH2:33][CH2:32][CH2:31][CH2:30]1>C(Cl)Cl>[F:24][C:3]([F:2])([F:23])[C:4]1[CH:22]=[CH:21][CH:20]=[CH:19][C:5]=1[CH:6]([O:14][CH:15]1[CH2:18][N:17]([C:36]([NH:35][CH:29]2[CH2:34][CH2:33][CH2:32][CH2:31][CH2:30]2)=[O:37])[CH2:16]1)[C:7]1[CH:12]=[CH:11][C:10]([F:13])=[CH:9][CH:8]=1 |f:0.1|. Procedure details: To a solution of 3-[2-(trifluoromethyl)-4′-fluorobenzhydryloxy]azetidine hydrochloride (162) (200 mg, 0.55 mmol) in anhydrous DCM (5 mL) was added MP-carbonate (3.01 mmol/g; 550 mg, 1.65 mmol) and cyclohexyl isocyanate (72 μL, 0.55 mmol). The resultant mixture was shaken at ambient temperature for 16 h, after which time it was poured onto a DCM-wetted SCX-2 (1 g) cartridge. The sample was eluted with DCM (16 mL), then evaporated to afford the desired product as a colourless glass (194 mg, 78%). The reactants are C(CC)S(=O)(=O)N1CC(C1)(C#N)C1=NC=CC=C1 (1-(propylsulfonyl)-3-pyridin-2-ylazetidine-3-carbonitrile). The reagents and catalysts are [Ni] (Ni). Run in N.CO (NH3 MeOH). Conditions: time 5 hour. The product is C(CC)S(=O)(=O)N1CC(C1)(C1=NC=CC=C1)CN (1-[1-(propylsulfonyl)-3-pyridin-2-ylazetidin-3-yl]methanamine). Reaction SMILES: [CH2:1]([S:4]([N:7]1[CH2:10][C:9]([C:13]2[CH:18]=[CH:17][CH:16]=[CH:15][N:14]=2)([C:11]#[N:12])[CH2:8]1)(=[O:6])=[O:5])[CH2:2][CH3:3]>N.CO.[Ni]>[CH2:1]([S:4]([N:7]1[CH2:10][C:9]([CH2:11][NH2:12])([C:13]2[CH:18]=[CH:17][CH:16]=[CH:15][N:14]=2)[CH2:8]1)(=[O:5])=[O:6])[CH2:2][CH3:3] |f:1.2|. Procedure: A solution of 1-(propylsulfonyl)-3-pyridin-2-ylazetidine-3-carbonitrile (II-1, 379 mg, 1.43 mmol) in 2 M NH3/MeOH (50 mL) was treated with excess Raney Ni and agitated under an atmosphere of H2 (40 psi) in a Parr apparatus. After 5 h, the reaction was filtered through Celite (MeOH wash) and concentrated under reduced pressure to afford 1-[1-(propylsulfonyl)-3-pyridin-2-ylazetidin-3-yl]methanamine (II-2) as a yellow oil. Analytical LCMS: single peak (214 nm), 1.791 min. This material was used in ... Starting materials: solid, BrC1=CC(=CC=2C=C3N(C12)CCNC3=O)OC (6-bromo-8-methoxy-3,4-dihydro-2H-pyrazino[1,2-a]indol-1-one), BrC1=CC(=CC=2C=C3N(C12)CCNC3=O)OC (6-bromo-8-methoxy-3,4-dihydro-2H-pyrazino[1,2-a]indol-1-one), FC=1C=C(C=CC1F)B(O)O (3,4-difluoro-phenylboronic acid). Product: FC=1C=C(C=CC1F)C1=CC(=CC=2C=C3N(C12)CCNC3=O)OC (6-(3,4-Difluorophenyl)-8-methoxy-3,4-dihydro-2H-pyrazino[1,2-a]indol-1-one). RXN SMILES: Br[C:2]1[C:10]2[N:9]3[CH2:11][CH2:12][NH:13][C:14](=[O:15])[C:8]3=[CH:7][C:6]=2[CH:5]=[C:4]([O:16][CH3:17])[CH:3]=1.[F:18][C:19]1[CH:20]=[C:21](B(O)O)[CH:22]=[CH:23][C:24]=1[F:25]>>[F:18][C:19]1[CH:20]=[C:21]([C:2]2[C:10]3[N:9]4[CH2:11][CH2:12][NH:13][C:14](=[O:15])[C:8]4=[CH:7][C:6]=3[CH:5]=[C:4]([O:16][CH3:17])[CH:3]=2)[CH:22]=[CH:23][C:24]=1[F:25]. Procedure: The title compound, off-white solid (66 mg, 80%), MS (ISP) m/z=329.4 [(M+H)+], mp 216° C., was prepared in accordance with the general method of example 1 from 6-bromo-8-methoxy-3,4-dihydro-2H-pyrazino[1,2-a]indol-1-one (intermediate 18) (73.8 mg, 0.25 mmol) and commercially available 3,4-difluoro-phenylboronic acid (51.3 mg, 0.325 mmol).